This data is from the Open Reaction Database (ORD), a public repository of structured organic reaction records. The task is: describe an organic reaction: reactants, conditions, products, and yield Reactants: [Si](C)(C)(C(C)(C)C)OC1=C(C=O)C=CC=C1 (2-Tert-butyldimethylsilyloxybenzaldehyde), [BH4-].[Na+] (NaBH4). The solvent is CO (methanol). Reaction conditions: time 1 hour. The product is [Si](C)(C)(C(C)(C)C)OC1=C(CO)C=CC=C1 (2-Tert-butyldimethylsilyloxybenzyl alcohol). Yield: 69.4%. As a reaction SMILES: [Si:1]([O:8][C:9]1[CH:16]=[CH:15][CH:14]=[CH:13][C:10]=1[CH:11]=[O:12])([C:4]([CH3:7])([CH3:6])[CH3:5])([CH3:3])[CH3:2].[BH4-].[Na+]>CO>[Si:1]([O:8][C:9]1[CH:16]=[CH:15][CH:14]=[CH:13][C:10]=1[CH2:11][OH:12])([C:4]([CH3:7])([CH3:6])[CH3:5])([CH3:3])[CH3:2] |f:1.2|. Procedure: A solution of 28 (200 mg) in methanol (5.5 ml) containing NaBH4 (28 mg) is stirred for 1 hour at room temperature. 29 (140 mg, 68%) is obtained after hydrolysis and customary extraction. Starting materials: OCc1ccc(Br)cn1, CC(C)CNS(=O)(=O)c1ccccc1Cl, CCOC(=O)N=NC(=O)OCC, C1CCOC1, c1ccc(P(c2ccccc2)c2ccccc2)cc1. Product: CC(C)CN(Cc1ccc(Br)cn1)S(=O)(=O)c1ccccc1Cl. As a reaction SMILES: [Br:16][c:17]1[cH:18][cH:19][c:20]([CH2:23][OH:24])[n:21][cH:22]1.[Cl:1][c:2]1[c:3]([S:8](=[O:9])(=[O:10])[NH:11][CH2:12][CH:13]([CH3:14])[CH3:15])[cH:4][cH:5][cH:6][cH:7]1.[O:44]=[C:45]([O:46][CH2:47][CH3:48])[N:49]=[N:50][C:51]([O:52][CH2:53][CH3:54])=[O:55].[O:56]1[CH2:57][CH2:58][CH2:59][CH2:60]1.[c:25]1([P:26]([c:27]2[cH:28][cH:29][cH:30][cH:31][cH:32]2)[c:33]2[cH:34][cH:35][cH:36][cH:37][cH:38]2)[cH:39][cH:40][cH:41][cH:42][cH:43]1>>[Cl:1][c:2]1[c:3]([S:8](=[O:9])(=[O:10])[N:11]([CH2:12][CH:13]([CH3:14])[CH3:15])[CH2:23][c:20]2[cH:19][cH:18][c:17]([Br:16])[cH:22][n:21]2)[cH:4][cH:5][cH:6][cH:7]1. Reactants: OC1=C2C=CC(=NC2=NC=C1C(=O)O)C(=O)O (5-hydroxy-1,8-naphthyridine-2,6-dicarboxylic acid). The solvent is N1=CC=CC2=CC=CC=C12 (quinoline). Run at time 8 hour. The product is N1=CC=C(C2=CC=CN=C12)O (1,8-naphthyridin-4-ol). As a reaction SMILES: [OH:1][C:2]1[C:11](C(O)=O)=[CH:10][N:9]=[C:8]2[C:3]=1[CH:4]=[CH:5][C:6](C(O)=O)=[N:7]2>N1C2C(=CC=CC=2)C=CC=1>[N:9]1[C:8]2[C:3](=[CH:4][CH:5]=[CH:6][N:7]=2)[C:2]([OH:1])=[CH:11][CH:10]=1. Procedure details: To quinoline (500 ml) was added 5-hydroxy-1,8-naphthyridine-2,6-dicarboxylic acid (50 g, 340 mmol). The reaction mixture was heated to reflux. After 8 hours, the reaction mixture was cooled and concentrated in vacuo to afford 1,8-naphthyridin-4-ol. Starting materials: [Al+3], COC(=O)C1C(c2ccc(F)cc2)CC2CCC1N2C, CCOCC, [H-], [H-], [H-], [H-], [Li+]. Product: CN1C2CCC1C(CO)C(c1ccc(F)cc1)C2. RXN SMILES: [Al+3:2].[C:7](=[O:8])([O:9][CH3:10])[CH:11]1[CH:12]2[CH2:13][CH2:14][CH:15]([CH2:16][CH:17]1[c:18]1[cH:19][cH:20][c:21]([F:24])[cH:22][cH:23]1)[N:25]2[CH3:26].[CH3:27][CH2:28][O:29][CH2:30][CH3:31].[H-:1].[H-:4].[H-:5].[H-:6].[Li+:3]>>[CH2:7]([OH:8])[CH:11]1[CH:12]2[CH2:13][CH2:14][CH:15]([CH2:16][CH:17]1[c:18]1[cH:19][cH:20][c:21]([F:24])[cH:22][cH:23]1)[N:25]2[CH3:26]. The reactants are C(C)(C)(C)OC(=O)N1CCN(CC1)CCN1C(C2=CC=CC=C2C1=O)=O (2-{2-[4-(tert-butoxycarbonyl)-piperazin-1-yl]-ethyl}-isoindolin-1,3-dione), O.NN (hydrazine-hydrate). The solvent is C(C)O (ethanol). Product: C(C)(C)(C)OC(=O)N1CCN(CC1)CCN (2-[4-(tert-butoxycarbonyl)-piperazin-1-yl]-ethylamine). Reaction SMILES: [C:1]([O:5][C:6]([N:8]1[CH2:13][CH2:12][N:11]([CH2:14][CH2:15][N:16]2C(=O)C3C(=CC=CC=3)C2=O)[CH2:10][CH2:9]1)=[O:7])([CH3:4])([CH3:3])[CH3:2].O.NN>C(O)C>[C:1]([O:5][C:6]([N:8]1[CH2:9][CH2:10][N:11]([CH2:14][CH2:15][NH2:16])[CH2:12][CH2:13]1)=[O:7])([CH3:4])([CH3:3])[CH3:2] |f:1.2|. Reported procedure: Batch size: 42.2 g (120 mmol) 2-{2-[4-(tert-butoxycarbonyl)-piperazin-1-yl]-ethyl}-isoindolin-1,3-dione and 11.6 ml (240 mmol) hydrazine-hydrate in 450 ml ethanol. The reactants are C(C1=CC=CC=C1)N(CC1=CC=CC=C1)[C@@H]([C@H](C[C@H](CC)C1=CC=CC=C1)O)C (N,N-dibenzyl-(1R,2S,4S)-1-methyl-2-hydroxy-4-phenylhexylamine), C(C)(=O)O (acetic acid). The reagents and catalysts are [Pd] (palladium on carbon). Run in CO (methanol). Conditions: temperature 50 celsius, time 16 hour. Product: C[C@H]([C@H](C[C@H](CC)C1=CC=CC=C1)O)N ((1R,2S,4S)-1-methyl-2-hydroxy-4-phenylhexylamine). The yield is 78.5%. As a reaction SMILES: C([N:8]([C@H:16]([CH3:29])[C@@H:17]([OH:28])[CH2:18][C@@H:19]([C:22]1[CH:27]=[CH:26][CH:25]=[CH:24][CH:23]=1)[CH2:20][CH3:21])CC1C=CC=CC=1)C1C=CC=CC=1.C(O)(=O)C>CO.[Pd]>[CH3:29][C@@H:16]([NH2:8])[C@@H:17]([OH:28])[CH2:18][C@@H:19]([C:22]1[CH:27]=[CH:26][CH:25]=[CH:24][CH:23]=1)[CH2:20][CH3:21]. Reported procedure: N,N-dibenzyl-(1R,2S,4S)-1-methyl-2-hydroxy-4-phenylhexylamine (1.46 g, 3.77 mmols) was dissolved in 25 ml of methanol, and 0.43 ml (7.53 mmols) of acetic acid and 0.6 g of 5% palladium on carbon (water content 50%) were added thereto. The reaction solution was stirred under a hydrogen atmosphere at 50° C. for 16 hours. Subsequently, the catalyst was removed by filtration, and the filtrate was concentrated. To the residue were added 15 ml of a saturated aqueous solution of sodium hydrogencarbonat... Starting materials: C1(=CC=CC=C1)OC1=CC=CC=C1 (diphenyl ether), C1(=CC=CC=C1)OC1=CC=CC=C1 (diphenyl ether), C1(=CC=CC=C1)C1=CC=CC=C1 (biphenyl), NC1=CC=CC=C1 (aniline), dialkyl alkoxymethylenemalonate, C(C)OC=C(C(=O)OCC)C(=O)OCC (diethyl ethoxymethylenemalonate). Product: OC1=C(C=NC2=CC=CC=C12)C(=O)OCC (ethyl 4-hydroxyquinoline-3-carboxylate). RXN SMILES: [NH2:1][C:2]1[CH:7]=[CH:6][CH:5]=[CH:4][CH:3]=1.C([O:10][CH:11]=[C:12]([C:18](OCC)=O)[C:13]([O:15][CH2:16][CH3:17])=[O:14])C.C1(OC2C=CC=CC=2)C=CC=CC=1.C1(C2C=CC=CC=2)C=CC=CC=1>>[OH:10][C:11]1[C:7]2[C:2](=[CH:3][CH:4]=[CH:5][CH:6]=2)[N:1]=[CH:18][C:12]=1[C:13]([O:15][CH2:16][CH3:17])=[O:14]. Procedure details: In step 1 of sequence A, an aniline, substituted by the appropriate R2 group or groups, is condensed with a dialkyl alkoxymethylenemalonate such as diethyl ethoxymethylenemalonate by heating at 120° to 150°C. The intermediate formed is condensed by heating at a temperature of 150° to 300°C. in a high boiling inert solvent such as diphenyl ether or mixtures of diphenyl ether and biphenyl (e.g. Dowtherm A) to give the ethyl 4-hydroxyquinoline-3-carboxylate product of step 1. Reactants: CCCCc1nn(C(C(=O)OC)c2ccccc2)c(=O)n1Cc1ccc(-c2ccccc2-c2nnn[nH]2)cc1, C1CCOC1. Product: CCCCc1nn(C(C(=O)O)c2ccccc2)c(=O)n1Cc1ccc(-c2ccccc2-c2nnn[nH]2)cc1. As a reaction SMILES: [CH2:1]([CH2:2][CH2:3][CH3:4])[c:5]1[n:6]([CH2:22][c:23]2[cH:24][cH:25][c:26](-[c:29]3[c:30](-[c:35]4[n:36][n:37][n:38][nH:39]4)[cH:31][cH:32][cH:33][cH:34]3)[cH:27][cH:28]2)[c:7](=[O:21])[n:8]([CH:10]([c:11]2[cH:12][cH:13][cH:14][cH:15][cH:16]2)[C:17](=[O:18])[O:19][CH3:20])[n:9]1.[CH2:40]1[O:41][CH2:42][CH2:43][CH2:44]1>>[CH2:1]([CH2:2][CH2:3][CH3:4])[c:5]1[n:6]([CH2:22][c:23]2[cH:24][cH:25][c:26](-[c:29]3[c:30](-[c:35]4[n:36][n:37][n:38][nH:39]4)[cH:31][cH:32][cH:33][cH:34]3)[cH:27][cH:28]2)[c:7](=[O:21])[n:8]([CH:10]([c:11]2[cH:12][cH:13][cH:14][cH:15][cH:16]2)[C:17](=[O:18])[OH:19])[n:9]1. Reactants: BrC1=CC(=C(CC=2C(=NN(C2C#N)C2=C(C=CC(=C2)NC(CC)=O)Cl)CCCC)C=C1)F (4-(4-bromo-2-fluorobenzyl)-3-n-butyl-1-[2-chloro-5-(propionylamino)phenyl]-1H-pyrazole-5-carbonitrile), C1(=CC=CC=C1)C (toluene), C(C)(C)(C)NS(=O)(=O)C1=C(C=CC=C1)B(O)O (2-(N-t-Butylsulfamoyl)phenylboronic Acid), [OH-].[Na+] (NaOH). The reagents and catalysts are C=1C=CC(=CC1)[P](C=2C=CC=CC2)(C=3C=CC=CC3)[Pd]([P](C=4C=CC=CC4)(C=5C=CC=CC5)C=6C=CC=CC6)([P](C=7C=CC=CC7)(C=8C=CC=CC8)C=9C=CC=CC9)[P](C=1C=CC=CC1)(C=1C=CC=CC1)C=1C=CC=CC1 (tetrakis(triphenylphosphine)palladium(0)). Solvent: C(C)O (ethanol), C(C)O (ethanol), CCCCCC.CCOC(=O)C (hexane EtOAc). Reaction conditions: temperature 90 celsius, time 5 hour. Product: C(CCC)C1=NN(C(=C1CC1=C(C=C(C=C1)C1=C(C=CC=C1)S(NC(C)(C)C)(=O)=O)F)C#N)C1=C(C=CC(=C1)NC(CC)=O)Cl (3-n-Butyl-4-[[2'-(N-t-butylsulfamoyl)-3-fluorobiphenyl-4-yl]methyl]-1-[2-chloro-5-(propionylamino)phenyl]-1H-pyrazole-5-carbonitrile). Yield: 77.0%. Reaction SMILES: Br[C:2]1[CH:31]=[CH:30][C:5]([CH2:6][C:7]2[C:8]([CH2:26][CH2:27][CH2:28][CH3:29])=[N:9][N:10]([C:14]3[CH:19]=[C:18]([NH:20][C:21](=[O:24])[CH2:22][CH3:23])[CH:17]=[CH:16][C:15]=3[Cl:25])[C:11]=2[C:12]#[N:13])=[C:4]([F:32])[CH:3]=1.C1(C)C=CC=CC=1.[C:40]([NH:44][S:45]([C:48]1[CH:53]=[CH:52][CH:51]=[CH:50][C:49]=1B(O)O)(=[O:47])=[O:46])([CH3:43])([CH3:42])[CH3:41].[OH-].[Na+]>C(O)C.C1C=CC([P]([Pd]([P](C2C=CC=CC=2)(C2C=CC=CC=2)C2C=CC=CC=2)([P](C2C=CC=CC=2)(C2C=CC=CC=2)C2C=CC=CC=2)[P](C2C=CC=CC=2)(C2C=CC=CC=2)C2C=CC=CC=2)(C2C=CC=CC=2)C2C=CC=CC=2)=CC=1.CCCCCC.CCOC(C)=O>[CH2:26]([C:8]1[C:7]([CH2:6][C:5]2[CH:30]=[CH:31][C:2]([C:49]3[CH:50]=[CH:51][CH:52]=[CH:53][C:48]=3[S:45](=[O:47])(=[O:46])[NH:44][C:40]([CH3:41])([CH3:43])[CH3:42])=[CH:3][C:4]=2[F:32])=[C:11]([C:12]#[N:13])[N:10]([C:14]2[CH:19]=[C:18]([NH:20][C:21](=[O:24])[CH2:22][CH3:23])[CH:17]=[CH:16][C:15]=2[Cl:25])[N:9]=1)[CH2:27][CH2:28][CH3:29] |f:3.4,7.8,^1:65,67,86,105|. Reported procedure: A reaction flask was charged with 155 mg (0.299 mmol) of 4-(4-bromo-2-fluorobenzyl)-3-n-butyl-1-[2-chloro-5-(propionylamino)phenyl]-1H-pyrazole-5-carbonitrile (from Step H), 3.5 mL of toluene, 2.4 mL of ethanol, 615 μL (0.598 mmol) of a 250 mg/mL solution of 2-(N-t-butylsulfamoyl)phenylboronic acid (from Step I) in ethanol, 950 μL (1.20 mmol) of 1.25N NaOH, and 17 mg of tetrakis(triphenylphosphine)palladium(0). The mixture was stirred under N2 at 90° C. for 5 hours, then cooled and concentrated....